This data is from the Open Reaction Database (ORD), a public repository of structured organic reaction records. The task is: describe an organic reaction: reactants, conditions, products, and yield Starting materials: C1(CC1)COCC1(CN(CCOC1)C(=O)OC(C)(C)C)O (tert-butyl 6-[(cyclopropylmethoxy)methyl]-6-hydroxy-1,4-oxazepane-4-carboxylate), B(F)(F)F (borontrifluoride), S(=O)(=O)(O)[O-].[Na+] (sodium hydrogen sulfate), C(CCC)[Li].CCCCCC (Butyllithium hexane), FC1=C(C=CC=C1)Br (2-fluorobromobenzene). The solvent is C1CCOC1 (THF), C1CCOC1 (THF), C1CCOC1 (THF). Reaction conditions: temperature -80 celsius. The product is FC1=C(CC2(CN(CCOC2)C(=O)OC(C)(C)C)O)C=CC=C1 (tert-Butyl 6-(2-fluorobenzyl)-6-hydroxy-1,4-oxazepane-4-carboxylate). Isolated yield 54.5%. RXN SMILES: C([Li])CCC.CCCCCC.[F:12][C:13]1[CH:18]=[CH:17][CH:16]=[CH:15][C:14]=1Br.C1(CO[CH2:25][C:26]2([OH:40])[CH2:32][O:31][CH2:30][CH2:29][N:28]([C:33]([O:35][C:36]([CH3:39])([CH3:38])[CH3:37])=[O:34])[CH2:27]2)CC1.B(F)(F)F.S([O-])(O)(=O)=O.[Na+]>C1COCC1>[F:12][C:13]1[CH:18]=[CH:17][CH:16]=[CH:15][C:14]=1[CH2:25][C:26]1([OH:40])[CH2:32][O:31][CH2:30][CH2:29][N:28]([C:33]([O:35][C:36]([CH3:39])([CH3:38])[CH3:37])=[O:34])[CH2:27]1 |f:0.1,5.6|. Procedure details: 1.6M Butyllithium/hexane (150 mL, 0.24 mol, 1.09 eq) was added to a solution of 2-fluorobromobenzene (26 mL, 0.24 mol, 1.09 eq) in THF (200 mL) in a stream of argon at −90° C. The reaction mixture was cooled to −80° C., and a solution of compound tert-butyl 6-[(cyclopropylmethoxy)methyl]-6-hydroxy-1,4-oxazepane-4-carboxylate (Preparation 44, 50 mL, 0.22 mol, 1 eq) in THF was added dropwise. Then the mixture was cooled to −100° C., and a solution of borontrifluoride diethyletherate (30.4 g, 0.24 ... Reactants: C(C)NC1=C(C=CC(=C1)OC)[C@H]1CC=2C=CC(=CC2CC1)OC(C(C)(C)C)=O (pivalic acid (R)-6-(2-ethylamino-4-methoxyphenyl)-5,6,7,8-tetrahydronaphthalen-2-yl ester), C(=O)C1=CC=C(OCC(C)(C)NC(OC(C)(C)C)=O)C=C1 (tert-butyl [2-(4-formylphenoxy)-1,1-dimethylethyl]carbamate). Yields the product NC(COC1=CC=C(CCCNC2=C(C=CC(=C2)OC)[C@H]2CC=3C=CC(=CC3CC2)O)C=C1)(C)C ((R)-6-{2-{[4-(2-Amino-2-methylpropoxy)benzyl]ethylamino}-4-methoxyphenyl}-5,6,7,8-tetrahydronaphthalen-2-ol). Yield: 36.5%. As a reaction SMILES: [CH2:1]([NH:3][C:4]1[CH:9]=[C:8]([O:10][CH3:11])[CH:7]=[CH:6][C:5]=1[C@@H:12]1[CH2:21][CH2:20][C:19]2[CH:18]=[C:17]([O:22]C(=O)C(C)(C)C)[CH:16]=[CH:15][C:14]=2[CH2:13]1)[CH3:2].[CH:29]([C:31]1[CH:49]=[CH:48][C:34]([O:35][CH2:36][C:37]([NH:40]C(=O)OC(C)(C)C)([CH3:39])[CH3:38])=[CH:33][CH:32]=1)=O>>[NH2:40][C:37]([CH3:39])([CH3:38])[CH2:36][O:35][C:34]1[CH:48]=[CH:49][C:31]([CH2:29][CH2:2][CH2:1][NH:3][C:4]2[CH:9]=[C:8]([O:10][CH3:11])[CH:7]=[CH:6][C:5]=2[C@@H:12]2[CH2:21][CH2:20][C:19]3[CH:18]=[C:17]([OH:22])[CH:16]=[CH:15][C:14]=3[CH2:13]2)=[CH:32][CH:33]=1. Procedure: Synthesized from pivalic acid (R)-6-(2-ethylamino-4-methoxyphenyl)-5,6,7,8-tetrahydronaphthalen-2-yl ester (33 mg) and tert-butyl [2-(4-formylphenoxy)-1,1-dimethylethyl]carbamate (125 mg) according to an analogous synthetic method to Example 238 and purified by LC-MS, the title compound (15 mg) was obtained. The reactants are C(C)O[C@H](C(=O)OC)CC1=CC=C(C=C1)C1=CN=C(S1)N(C(=O)NCCCCCCC)C (methyl 2(S)-ethoxy-3-{4-[2-(3-heptyl-1-methylureido)thiazol-5-yl]phenyl}propanoate), [OH-].[Li+] (lithium hydroxide), [OH-].[Li+] (lithium hydroxide). Solvent: O1CCCC1 (tetrahydrofuran), O (water). Run at time 18 hour. Product: C(C)O[C@H](C(=O)O)CC1=CC=C(C=C1)C1=CN=C(S1)N(C(=O)NCCCCCCC)C (2(S)-ethoxy-3-{4-[2-(3-heptyl-1-methylureido)thiazol-5-yl]phenyl}propanoic acid). The yield is 81.9%. As a reaction SMILES: [CH2:1]([O:3][C@@H:4]([CH2:9][C:10]1[CH:15]=[CH:14][C:13]([C:16]2[S:20][C:19]([N:21]([CH3:32])[C:22]([NH:24][CH2:25][CH2:26][CH2:27][CH2:28][CH2:29][CH2:30][CH3:31])=[O:23])=[N:18][CH:17]=2)=[CH:12][CH:11]=1)[C:5]([O:7]C)=[O:6])[CH3:2].[OH-].[Li+]>O1CCCC1.O>[CH2:1]([O:3][C@@H:4]([CH2:9][C:10]1[CH:15]=[CH:14][C:13]([C:16]2[S:20][C:19]([N:21]([CH3:32])[C:22]([NH:24][CH2:25][CH2:26][CH2:27][CH2:28][CH2:29][CH2:30][CH3:31])=[O:23])=[N:18][CH:17]=2)=[CH:12][CH:11]=1)[C:5]([OH:7])=[O:6])[CH3:2] |f:1.2|. Procedure details: 0.07 g (0.15 mmol) of methyl 2(S)-ethoxy-3-{4-[2-(3-heptyl-1-methylureido)thiazol-5-yl]phenyl}propanoate is placed in 3 ml of tetrahydrofuran and 0.2 ml (0.2 mmol) of aqueous 1M lithium hydroxide solution. The reaction medium is stirred at room temperature for 18 hours. 0.07 ml of aqueous 1M lithium hydroxide solution is added and the medium is heated for a further 5 hours. The reaction medium is diluted with water, acidified to pH 4-5 and then extracted with ethyl acetate. The organic phase is ... Starting materials: C(C)(C)(C)OC(NC1=C(C=C(C(=C1)N1CCCC1)C)[N+](=O)[O-])=O ((4-methyl-2-nitro-5-pyrrolidin-1-yl-phenyl)-carbamic acid tert-butyl ester). The reagents and catalysts are [Pd] (Pd/C). The product is C(C)(C)(C)OC(NC1=C(C=C(C(=C1)N1CCCC1)C)N)=O ((2-Amino-4-methyl-5-pyrrolidin-1-yl-phenyl)-carbamic acid tert-butyl ester), solid. Isolated yield 83.0%. Reaction SMILES: [C:1]([O:5][C:6](=[O:23])[NH:7][C:8]1[CH:13]=[C:12]([N:14]2[CH2:18][CH2:17][CH2:16][CH2:15]2)[C:11]([CH3:19])=[CH:10][C:9]=1[N+:20]([O-])=O)([CH3:4])([CH3:3])[CH3:2]>[Pd]>[C:1]([O:5][C:6](=[O:23])[NH:7][C:8]1[CH:13]=[C:12]([N:14]2[CH2:15][CH2:16][CH2:17][CH2:18]2)[C:11]([CH3:19])=[CH:10][C:9]=1[NH2:20])([CH3:4])([CH3:2])[CH3:3]. Procedure: The title compound was prepared from (4-methyl-2-nitro-5-pyrrolidin-1-yl-phenyl)-carbamic acid tert-butyl ester (Example C36) (3.27 g, 10.2 mmol) by hydrogenation with 10% Pd/C according to the general procedure J (method a). Obtained as a pale brown solid (2.48 g, 83%). Starting materials: O=C1CCc2cc(Br)cnc2N1, CC1(C)NCc2cc(Br)cnc2NC1=O, C=CC(=O)N(C)Cc1cccc2c1ccn2CC, C=CC(=O)N(C)Cc1sc2ccccc2c1C. The product is CCn1ccc2c(CN(C)C(=O)C=Cc3cnc4c(c3)CCC(=O)N4)cccc21. RXN SMILES: [Br:36][c:37]1[cH:38][c:39]2[c:44]([n:45][cH:46]1)[NH:43][C:42](=[O:47])[CH2:41][CH2:40]2.[Br:48][c:49]1[cH:50][n:51][c:52]2[c:61]([cH:62]1)[CH2:60][NH:59][C:56]([CH3:57])([CH3:58])[C:54](=[O:55])[NH:53]2.[CH2:1]([CH3:2])[n:3]1[cH:4][cH:5][c:6]2[c:7]([CH2:12][N:13]([C:14]([CH:15]=[CH2:16])=[O:17])[CH3:18])[cH:8][cH:9][cH:10][c:11]12.[CH3:19][N:20]([CH2:21][c:22]1[s:23][c:24]2[cH:25][cH:26][cH:27][cH:28][c:29]2[c:30]1[CH3:31])[C:32](=[O:33])[CH:34]=[CH2:35]>>[CH2:1]([CH3:2])[n:3]1[cH:4][cH:5][c:6]2[c:7]([CH2:12][N:13]([C:14]([CH:15]=[CH:16][c:37]3[cH:38][c:39]4[c:44]([n:45][cH:46]3)[NH:43][C:42](=[O:47])[CH2:41][CH2:40]4)=[O:17])[CH3:18])[cH:8][cH:9][cH:10][c:11]12.